This data is from the Open Reaction Database (ORD), a public repository of structured organic reaction records. The task is: describe an organic reaction: reactants, conditions, products, and yield Starting materials: OC1=NC=C(C(=O)O)C=C1 (6-hydroxynicotinic acid), P(Cl)(Cl)(Cl)(Cl)Cl (phosphorus pentachloride), P(=O)(Cl)(Cl)Cl (phosphorus oxychloride), [BH4-].[Na+] (sodium borohydride). The solvent is O (water). Reaction conditions: temperature 95 celsius, time 5 hour. The product is ClC1=CC=C(C=N1)CO (6-Chloropyridine-3-methanol). As a reaction SMILES: O[C:2]1[CH:10]=[CH:9][C:5]([C:6](O)=[O:7])=[CH:4][N:3]=1.P(Cl)(Cl)(Cl)(Cl)[Cl:12].P(Cl)(Cl)(Cl)=O.[BH4-].[Na+]>O>[Cl:12][C:2]1[N:3]=[CH:4][C:5]([CH2:6][OH:7])=[CH:9][CH:10]=1 |f:3.4|. Procedure: 69.5 g (0.5 mol) of 6-hydroxynicotinic acid are introduced into a mixture of 200 g (1 mol) of phosphorus pentachloride and 233 g (1.5 mol) of phosphorus oxychloride at room temperature, the mixture is stirred at 95° C. for 5 hours and excess phosphorus chlorides are then removed in vacuo. The crystalline residue is introduced into a solution of 75 g (1.98 mol) of sodium borohydride in 1,000 ml of water, the temperature being maintained at 30° C. at most. The mixture is then stirred at room tempe... Reactants: CCOC(C)=O, CC(C)N=C=S, Nc1cc(F)ccc1S(N)(=O)=O. Product: CC(C)NC1=NS(=O)(=O)c2ccc(F)cc2N1. Reaction SMILES: [CH3:19][CH2:20][O:21][C:22](=[O:23])[CH3:24].[CH:13]([CH3:14])([CH3:15])[N:16]=[C:17]=[S:18].[NH2:1][c:2]1[c:3]([S:9](=[O:10])(=[O:11])[NH2:12])[cH:4][cH:5][c:6]([F:8])[cH:7]1>>[NH:1]1[c:2]2[c:3]([cH:4][cH:5][c:6]([F:8])[cH:7]2)[S:9](=[O:10])(=[O:11])[N:12]=[C:17]1[NH:16][CH:13]([CH3:14])[CH3:15]. Starting materials: NC1=C(C=CC=C1)O (2-aminophenol), Cl (hydrochloride). Product: Cl.NC1=C(C=CC=C1)O (2-aminophenol hydrochloride). Reaction SMILES: [NH2:1][C:2]1[CH:7]=[CH:6][CH:5]=[CH:4][C:3]=1[OH:8].[ClH:9]>>[ClH:9].[NH2:1][C:2]1[CH:7]=[CH:6][CH:5]=[CH:4][C:3]=1[OH:8] |f:2.3|. Procedure details: In a preferred embodiment of the present invention, in step (a), the 2-aminophenol solution may be maintained at a pH of 2-5 while hydrochloride gas is added thereto, and as a result, 2-aminophenol hydrochloride can be obtained in solid form. In step (b), the solution of 2-aminophenol hydrochloride in ethanol may be reacted with isopentyl nitrite at about −5° C. to make the nitramide intermediate. In step (c), the solution of the intermediate in ethanol may be added slowly to the ethanol solutio... The reactants are N1=C(C=CC=C1)N1CCN(CC1)C(=O)OC(C)(C)C (t-butyl 4-(pyridin-2-yl)piperazine-1-carboxylate), [OH-].[Na+] (sodium hydroxide). Run in C(Cl)Cl.C(=O)(C(F)(F)F)O (DCM CF3COOH). Reaction conditions: temperature 30 celsius, time 1 hour. Yields the product N1=C(C=CC=C1)N1CCNCC1 (1-(pyridin-2-yl)piperazine). The yield is 96.7%. As a reaction SMILES: [N:1]1[CH:6]=[CH:5][CH:4]=[CH:3][C:2]=1[N:7]1[CH2:12][CH2:11][N:10](C(OC(C)(C)C)=O)[CH2:9][CH2:8]1.[OH-].[Na+]>C(Cl)Cl.C(O)(C(F)(F)F)=O>[N:1]1[CH:6]=[CH:5][CH:4]=[CH:3][C:2]=1[N:7]1[CH2:8][CH2:9][NH:10][CH2:11][CH2:12]1 |f:1.2,3.4|. Procedure: A solution of t-butyl 4-(pyridin-2-yl)piperazine-1-carboxylate (500 mg, 1.90 mmol, 1.00 equiv) in DCM/CF3COOH (10/3 mL) was placed in a 50-mL round bottom flask and stirred for 1 h at 30° C. in an oil bath. The pH value of the solution was adjusted to 9 with aqueous sodium hydroxide (1M), then extracted with 3×10 mL of dichloromethane. The organic layers combined, dried over anhydrous sodium sulfate, and filtered to remove solids. The resulting solution was concentrated under vacuum, yielding 30... The reactants are CC(=O)O, CCOC(C)=O, C#CCN1C(=O)COc2cc(F)c([N+](=O)[O-])cc21, [Fe], O. The product is C#CCN1C(=O)COc2cc(F)c(N)cc21. As a reaction SMILES: [CH3:20][C:21](=[O:22])[OH:23].[CH3:24][CH2:25][O:26][C:27](=[O:28])[CH3:29].[F:1][c:2]1[cH:3][c:4]2[c:5]([cH:14][c:15]1[N+:16]([O-:17])=[O:18])[N:6]([CH2:11][C:12]#[CH:13])[C:7](=[O:10])[CH2:8][O:9]2.[Fe:30].[OH2:19]>>[F:1][c:2]1[cH:3][c:4]2[c:5]([cH:14][c:15]1[NH2:16])[N:6]([CH2:11][C:12]#[CH:13])[C:7](=[O:10])[CH2:8][O:9]2. Starting materials: ClC1=NC2=C(N1CCCC(=O)OCC)C(=CC=C2Cl)C(CC)CC (Ethyl 4-[2,4-dichloro-7-(1-ethylpropyl)-1H-benzimidazol-1-yl]butanoate), COC1=CC(=C(C=N1)N)C (6-methoxy-4-methylpyridin-3-amine), O.C1(=CC=C(C=C1)S(=O)(=O)O)C (p-toluenesulfonic acid monohydrate). Solvent: CN1C(CCC1)=O (1-methyl-2-pyrrolidinone), C(C)(=O)OCC (ethyl acetate). The product is ClC1=CC=C(C=2N(C(=NC21)NC=2C=NC(=CC2C)OC)CCCC(=O)OCC)C(CC)CC (Ethyl 4-{4-chloro-7-(1-ethylpropyl)-2-[(6-methoxy-4-methylpyridin-3-yl)amino]-1H-benzimidazol-1-yl}butanoate). Isolated yield 10.0%. RXN SMILES: Cl[C:2]1[N:6]([CH2:7][CH2:8][CH2:9][C:10]([O:12][CH2:13][CH3:14])=[O:11])[C:5]2[C:15]([CH:20]([CH2:23][CH3:24])[CH2:21][CH3:22])=[CH:16][CH:17]=[C:18]([Cl:19])[C:4]=2[N:3]=1.[CH3:25][O:26][C:27]1[N:32]=[CH:31][C:30]([NH2:33])=[C:29]([CH3:34])[CH:28]=1.O.C1(C)C=CC(S(O)(=O)=O)=CC=1>CN1CCCC1=O.C(OCC)(=O)C>[Cl:19][C:18]1[C:4]2[N:3]=[C:2]([NH:33][C:30]3[CH:31]=[N:32][C:27]([O:26][CH3:25])=[CH:28][C:29]=3[CH3:34])[N:6]([CH2:7][CH2:8][CH2:9][C:10]([O:12][CH2:13][CH3:14])=[O:11])[C:5]=2[C:15]([CH:20]([CH2:23][CH3:24])[CH2:21][CH3:22])=[CH:16][CH:17]=1 |f:2.3|. Procedure: A mixture of ethyl 4-[2,4-dichloro-7-(1-ethylpropyl)-1H-benzimidazol-1-yl]butanoate (Reference Example 33; 1.50 g, 4.04 mmol), 6-methoxy-4-methylpyridin-3-amine (1.10 g, 8.09 mmol) and p-toluenesulfonic acid monohydrate (487 mg, 2.83 mmol) in 1-methyl-2-pyrrolidinone (8 mL) was irradiated by microwave at 180° C. for 10 min. After cooling, the mixture was diluted with ethyl acetate, washed with aqueous sodium bicarbonate, water and brine, dried over anhydrous magnesium sulfate and concentrated in... The reactants are C=1N=CN2C(NCCC21)=O (7,8-Dihydro-6H-imidazo[1,5-c]pyrimidin-5-one), C(C)I (ethyl iodide). Solvent: C(C)#N (Acetonitrile). Reaction conditions: temperature 120 celsius, time 1 hour. The product is [I-].C(C)[N+]1=CN2C(NCCC2=C1)=O (2-Ethyl-5-oxo-5,6,7,8-tetrahydro-imidazo[1,5-c]pyrimidin-2-ium iodide). RXN SMILES: [CH:1]1[N:2]=[CH:3][N:4]2[C:9]=1[CH2:8][CH2:7][NH:6][C:5]2=[O:10].[CH2:11]([I:13])[CH3:12]>C(#N)C>[I-:13].[CH2:11]([N+:2]1[CH:1]=[C:9]2[N:4]([C:5](=[O:10])[NH:6][CH2:7][CH2:8]2)[CH:3]=1)[CH3:12] |f:3.4|. Procedure: 7,8-Dihydro-6H-imidazo[1,5-c]pyrimidin-5-one (1.00 g, 7.30 mmol) and ethyl iodide (3.42 g, 21.90 mmol) are placed in a 10-20 mL microwave vial. Acetonitrile (10 mL) is added and the reaction mixture is heated to 120° C. using microwave radiation. The reaction is shown to be complete by NMR after 1 hour. The crystalline material is filtered off and washed with ice-cold acetonitrile to give the title compound. 1H nmr (MeOD, 400 MHz); 7.60 (s, 1H), 4.35 (q, 2H), 3.65 (t, 2H), 3.15 (t, 2H), 1.60 (t,... Reactants: COc1cccc(-c2c(NC(=O)Nc3c(C(C)C)cccc3C(C)C)c(=O)n(CCCC#C[Si](C)(C)C)c3ncccc23)c1, [F-], [K+], CN(C)C=O, O. Product: C#CCCCn1c(=O)c(NC(=O)Nc2c(C(C)C)cccc2C(C)C)c(-c2cccc(OC)c2)c2cccnc21. As a reaction SMILES: [CH3:1][Si:2]([C:3]#[C:4][CH2:5][CH2:6][CH2:7][n:8]1[c:9](=[O:42])[c:10]([NH:26][C:27](=[O:28])[NH:29][c:30]2[c:31]([CH:39]([CH3:40])[CH3:41])[cH:32][cH:33][cH:34][c:35]2[CH:36]([CH3:37])[CH3:38])[c:11](-[c:18]2[cH:19][c:20]([O:24][CH3:25])[cH:21][cH:22][cH:23]2)[c:12]2[cH:13][cH:14][cH:15][n:16][c:17]12)([CH3:43])[CH3:44].[F-:45].[K+:46].[O:48]=[CH:49][N:50]([CH3:51])[CH3:52].[OH2:47]>>[CH:3]#[C:4][CH2:5][CH2:6][CH2:7][n:8]1[c:9](=[O:42])[c:10]([NH:26][C:27](=[O:28])[NH:29][c:30]2[c:31]([CH:39]([CH3:40])[CH3:41])[cH:32][cH:33][cH:34][c:35]2[CH:36]([CH3:37])[CH3:38])[c:11](-[c:18]2[cH:19][c:20]([O:24][CH3:25])[cH:21][cH:22][cH:23]2)[c:12]2[cH:13][cH:14][cH:15][n:16][c:17]12.